Dataset: the Open Reaction Database (ORD), a public repository of structured organic reaction records. Task: describe an organic reaction: reactants, conditions, products, and yield Starting materials: ClC(Cl)Cl, O=C(OO)c1cccc(Cl)c1, ClCCl, O=C(OCc1ccccc1)N1CC=CC1. Product: O=C(OCc1ccccc1)N1CC2OC2C1. RXN SMILES: [CH:27]([Cl:28])([Cl:29])[Cl:30].[Cl:16][c:17]1[cH:18][c:19]([C:24](=[O:21])[O:25][OH:26])[cH:20][cH:22][cH:23]1.[Cl:31][CH2:32][Cl:33].[N:1]1([C:6](=[O:7])[O:8][CH2:9][c:10]2[cH:11][cH:12][cH:13][cH:14][cH:15]2)[CH2:2][CH:3]=[CH:4][CH2:5]1>>[N:1]1([C:6](=[O:7])[O:8][CH2:9][c:10]2[cH:11][cH:12][cH:13][cH:14][cH:15]2)[CH2:2][CH:3]2[CH:4]([CH2:5]1)[O:21]2. Starting materials: C=1C=CC2=C(C1)N=NN2O (HOBt), C(C)OC(=O)C1=C(C2=C([C@@H]3CCCN3C2=O)N=C1CCC1=CC=C(C=C1)F)C1=CC=C(S1)C(=O)O (5-{(9aS)-3-(ethoxycarbonyl)-2-[2-(4-fluorophenyl)ethyl]-5-oxo-7,8,9,9a-tetrahydro-5H-pyrido[2,3-a]pyrrolizin-4-yl}-2-thiophenecarboxylic acid), R-(−)-1-aminoindane, CCN=C=NCCCN(C)C (EDCI), Cl (HCl). Solvent: C(Cl)Cl (CH2Cl2). Reaction conditions: time 14 hour. Product: [C@H]1(CCC2=CC=CC=C12)NC(=O)C1=CC=C(S1)C1=C(C(=NC2=C1C(N1CCC[C@@H]21)=O)CCC2=CC=C(C=C2)F)C(=O)OCC (Ethyl(9aS)-4-(5-{[(1R)-2,3-dihydro-1H-inden-1-ylamino]carbonyl}-2-thienyl)-2 -[2-(4-fluorophenyl)ethyl]-5-oxo-7,8,9,9a-tetrahydro-5H-pyrido[2,3-a]pyrrolizine-3-carboxylate). RXN SMILES: [CH2:1]([O:3][C:4]([C:6]1[C:18]([CH2:19][CH2:20][C:21]2[CH:26]=[CH:25][C:24]([F:27])=[CH:23][CH:22]=2)=[N:17][C:9]2[C@H:10]3[N:14]([C:15](=[O:16])[C:8]=2[C:7]=1[C:28]1[S:32][C:31]([C:33]([OH:35])=O)=[CH:30][CH:29]=1)[CH2:13][CH2:12][CH2:11]3)=[O:5])[CH3:2].CCN=C=[N:40][CH2:41][CH2:42][CH2:43]N(C)C.[CH:47]1[CH:48]=[CH:49][C:50]2N(O)N=N[C:51]=2[CH:52]=1.Cl>C(Cl)Cl>[C@H:41]1([NH:40][C:33]([C:31]2[S:32][C:28]([C:7]3[C:8]4[C:15](=[O:16])[N:14]5[C@H:10]([C:9]=4[N:17]=[C:18]([CH2:19][CH2:20][C:21]4[CH:26]=[CH:25][C:24]([F:27])=[CH:23][CH:22]=4)[C:6]=3[C:4]([O:3][CH2:1][CH3:2])=[O:5])[CH2:11][CH2:12][CH2:13]5)=[CH:29][CH:30]=2)=[O:35])[C:51]2[C:50](=[CH:49][CH:48]=[CH:47][CH:52]=2)[CH2:43][CH2:42]1. Reported procedure: 5-{(9aS)-3-(ethoxycarbonyl)-2-[2-(4-fluorophenyl)ethyl]-5-oxo-7,8,9,9a-tetrahydro-5H-pyrido[2,3-a]pyrrolizin-4-yl}-2-thiophenecarboxylic acid (0.100 g, 0.202 mmol) was dissolved in CH2Cl2 (2 mL). R-(−)-1-aminoindane (0.026 mL, 0.303 mmol) was added followed by EDCI (0.047 g, 0.243 mmol) and HOBt (0.033 g, 0.243 mmol). After 14 h of stirring at ambient temperature the reaction mixture was poured onto 5% HCl solution and extracted with CH2Cl2. The organics were washed with sat'd NaHCO3, brine and ... Starting materials: COC(=O)c1ccc(Oc2ccc(OCc3c(-c4c(Cl)cccc4Cl)noc3C(C)C)nc2)cc1, CO, [Na+], [OH-], O. The product is CC(C)c1onc(-c2c(Cl)cccc2Cl)c1COc1ccc(Oc2ccc(C(=O)O)cc2)cn1. As a reaction SMILES: [CH3:1][O:2][C:3]([c:4]1[cH:5][cH:6][c:7]([O:10][c:11]2[cH:12][n:13][c:14]([O:17][CH2:18][c:19]3[c:20](-[c:27]4[c:28]([Cl:34])[cH:29][cH:30][cH:31][c:32]4[Cl:33])[n:21][o:22][c:23]3[CH:24]([CH3:25])[CH3:26])[cH:15][cH:16]2)[cH:8][cH:9]1)=[O:35].[CH3:39][OH:40].[Na+:37].[OH-:36].[OH2:38]>>[O:2]=[C:3]([c:4]1[cH:5][cH:6][c:7]([O:10][c:11]2[cH:12][n:13][c:14]([O:17][CH2:18][c:19]3[c:20](-[c:27]4[c:28]([Cl:34])[cH:29][cH:30][cH:31][c:32]4[Cl:33])[n:21][o:22][c:23]3[CH:24]([CH3:25])[CH3:26])[cH:15][cH:16]2)[cH:8][cH:9]1)[OH:35]. The reactants are C1(CC1)S(=O)(=O)C1=C(C=C(C=C1)[N+](=O)[O-])[C@@H]1N(CC[C@H]1C(=O)OCC)C(=O)OC(C)(C)C (trans-1-tert-Butyl 3-ethyl 2-(2-(cyclopropylsulfonyl)-5-nitrophenyl)pyrrolidine-1,3-dicarboxylate), [H][H] (hydrogen). Reagents/catalysts: [Pd] (Pd/C). The solvent is CO (methanol), C1CCOC1 (THF). Yields the product NC=1C=CC(=C(C1)[C@@H]1N(CC[C@H]1C(=O)OCC)C(=O)OC(C)(C)C)S(=O)(=O)C1CC1 (trans-1-tert-Butyl 3-ethyl 2-(5-amino-2-(cyclopropylsulfonyl)phenyl)pyrrolidine-1,3-dicarboxylate). Yield: 102.8%. RXN SMILES: [CH:1]1([S:4]([C:7]2[CH:12]=[CH:11][C:10]([N+:13]([O-])=O)=[CH:9][C:8]=2[C@H:16]2[C@H:20]([C:21]([O:23][CH2:24][CH3:25])=[O:22])[CH2:19][CH2:18][N:17]2[C:26]([O:28][C:29]([CH3:32])([CH3:31])[CH3:30])=[O:27])(=[O:6])=[O:5])[CH2:3][CH2:2]1.[H][H]>CO.C1COCC1.[Pd]>[NH2:13][C:10]1[CH:11]=[CH:12][C:7]([S:4]([CH:1]2[CH2:2][CH2:3]2)(=[O:6])=[O:5])=[C:8]([C@H:16]2[C@H:20]([C:21]([O:23][CH2:24][CH3:25])=[O:22])[CH2:19][CH2:18][N:17]2[C:26]([O:28][C:29]([CH3:31])([CH3:32])[CH3:30])=[O:27])[CH:9]=1. Procedure details: To 76F (1.6 g) in methanol (40 mL) and THF (20 mL) was added 10% Pd/C (500 mg). The mixture was hydrogenated with a hydrogen balloon for 2.0 h. The Pd/C was removed by filtration and the filtrate was concentrated to afford 76H (1.54 g, 95% yield). 1H NMR (400 MHz, DMSO-d6, 100° C.) δ ppm 0.86-0.97 (m, 2H) 0.98-1.06 (m, 3H) 1.13-1.24 (m, 4H) 1.30 (s, 9H) 1.98 (dd, J=12.09, 8.24 Hz, 1H) 2.16 (d, J=11.54 Hz, 1H) 2.68 (s, 1H) 2.83 (d, J=7.15 Hz, 1H) 3.42 (d, J=7.15 Hz, 1H) 3.61-3.71 (m, 1H) 4.11 (q,... Starting materials: CS(=O)(=O)C1=CC=C(C=C1)C#CCCN(C(NC=1SC(=CN1)SCC(=O)O)=O)[C@@H]1CC[C@H](CC1)C ({2-[3-[4-(4-Methanesulfonyl-phenyl)-but-3-ynyl]-3-(trans-4-methyl-cyclohexyl)-ureido]-thiazol-5-ylsulfanyl}-acetic acid), BrC1=CC=CC=C1 (bromobenzene). Yields the product C[C@@H]1CC[C@H](CC1)N(C(NC=1SC(=CN1)SCC(=O)O)=O)CCC#CC1=CC=CC=C1 ({2-[3-(trans-4-Methyl-cyclohexyl)-3-(4-phenyl-but-3-ynyl)-ureido]-thiazol-5-ylsulfanyl}-acetic acid). As a reaction SMILES: CS([C:5]1[CH:10]=[CH:9][C:8]([C:11]#[C:12][CH2:13][CH2:14][N:15]([C@H:29]2[CH2:34][CH2:33][C@H:32]([CH3:35])[CH2:31][CH2:30]2)[C:16](=[O:28])[NH:17][C:18]2[S:19][C:20]([S:23][CH2:24][C:25]([OH:27])=[O:26])=[CH:21][N:22]=2)=[CH:7][CH:6]=1)(=O)=O.BrC1C=CC=CC=1>>[CH3:35][C@H:32]1[CH2:33][CH2:34][C@H:29]([N:15]([CH2:14][CH2:13][C:12]#[C:11][C:8]2[CH:7]=[CH:6][CH:5]=[CH:10][CH:9]=2)[C:16](=[O:28])[NH:17][C:18]2[S:19][C:20]([S:23][CH2:24][C:25]([OH:27])=[O:26])=[CH:21][N:22]=2)[CH2:30][CH2:31]1. Procedure: The compound was prepared following an analogous procedure to the one described for the synthesis of {2-[3-[4-(4-Methanesulfonyl-phenyl)-but-3-ynyl]-3-(trans-4-methyl-cyclohexyl)-ureido]-thiazol-5-ylsulfanyl}-acetic acid using bromobenzene. Starting materials: C1(=CC=CC=C1)C(CCCl)(O)C1CCCCC1 (1-phenyl-1-cyclohexyl-3-chloro-1-propanol), [C-]#N.[Na+] (sodium cyanide). Run in CS(=O)C (dimethyl sulphoxide). Reaction conditions: temperature 140 celsius. The product is C1(=CC=CC=C1)C(CCC#N)(O)C1CCCCC1 (1-phenyl-1-cyclohexyl-3-cyano-1-propanol). Yield: 78.8%. Reaction SMILES: [C:1]1([C:7]([CH:12]2[CH2:17][CH2:16][CH2:15][CH2:14][CH2:13]2)([OH:11])[CH2:8][CH2:9]Cl)[CH:6]=[CH:5][CH:4]=[CH:3][CH:2]=1.[C-:18]#[N:19].[Na+]>CS(C)=O>[C:1]1([C:7]([CH:12]2[CH2:17][CH2:16][CH2:15][CH2:14][CH2:13]2)([OH:11])[CH2:8][CH2:9][C:18]#[N:19])[CH:6]=[CH:5][CH:4]=[CH:3][CH:2]=1 |f:1.2|. Procedure details: A mixture of 1-phenyl-1-cyclohexyl-3-chloro-1-propanol (3.8 g) and sodium cyanide (0.69 g) in 11 ml of dimethyl sulphoxide (DMSO) was heated at 140° C. for 3 hours. The mixture was poured into ice, then the water was extracted with ether. The solvent was removed and the residue triturated with diisopropylic ether to afford 2.7 g of 1-phenyl-1-cyclohexyl-3-cyano-1-propanol. M.p. 97°-101° C.